From a dataset of the Open Reaction Database (ORD), a public repository of structured organic reaction records. describe an organic reaction: reactants, conditions, products, and yield The reactants are BrCCCCBr, C1CCC2=NCCCN2CC1, N#CCC#N, CN(C)C=O. The product is N#CC1(C#N)CCCC1. As a reaction SMILES: [Br:17][CH2:18][CH2:19][CH2:20][CH2:21][Br:22].[CH2:6]1[CH2:7][CH2:8][N:11]2[C:10](=[N:15][CH2:14][CH2:13][CH2:12]2)[CH2:9][CH2:16]1.[N:1]#[C:2][CH2:3][C:4]#[N:5].[O:23]=[CH:24][N:25]([CH3:26])[CH3:27]>>[N:1]#[C:2][C:3]1([C:4]#[N:5])[CH2:8][CH2:7][CH2:6][CH2:16]1. Starting materials: BrC=C(C)C1=C(C=CC=C1)Cl (1-(1-Bromoprop-1-en-2-yl)-2-chlorobenzene), ClC1=CC=2C3=C(NC2C=C1)CCN(C3)C (8-Chloro-2-methyl-2,3,4,5-tetrahydro-1H-pyrido[4,3-b]indole), N1[C@H](C(=O)O)CCC1 (L-proline), P(=O)([O-])([O-])[O-].[K+].[K+].[K+] (potassium phosphate). Reagents/catalysts: [Cu]I (Copper (I) iodide). The solvent is CN(C)C=O (DMF). Reaction conditions: time 10 minute. Product: ClC1=CC=2C3=C(N(C2C=C1)\C=C(\C)/C1=C(C=CC=C1)Cl)CCN(C3)C ((Z)-8-chloro-5-(2-(2-chlorophenyl)prop-1-enyl)-2-methyl-2,3,4,5-tetrahydro-1H-pyrido[4,3-b]indole). Reaction SMILES: [Cl:1][C:2]1[CH:10]=[CH:9][C:8]2[NH:7][C:6]3[CH2:11][CH2:12][N:13]([CH3:15])[CH2:14][C:5]=3[C:4]=2[CH:3]=1.N1CCC[C@H]1C(O)=O.P([O-])([O-])([O-])=O.[K+].[K+].[K+].Br[CH:33]=[C:34]([C:36]1[CH:41]=[CH:40][CH:39]=[CH:38][C:37]=1[Cl:42])[CH3:35]>CN(C=O)C.[Cu]I>[Cl:1][C:2]1[CH:10]=[CH:9][C:8]2[N:7](/[CH:33]=[C:34](\[C:36]3[CH:41]=[CH:40][CH:39]=[CH:38][C:37]=3[Cl:42])/[CH3:35])[C:6]3[CH2:11][CH2:12][N:13]([CH3:15])[CH2:14][C:5]=3[C:4]=2[CH:3]=1 |f:2.3.4.5|. Reported procedure: 8-Chloro-2-methyl-2,3,4,5-tetrahydro-1H-pyrido[4,3-b]indole (220 mg, 1 mmol) was dissolved in DMF. Copper (I) iodide (19 mg, 0.1 mmol), L-proline (23 mg, 0.2 mmol) and potassium phosphate (424 mg, 2 mmol) were added and the reaction mixture was stirred for 10 min. at RT. 1-(1-Bromoprop-1-en-2-yl)-2-chlorobenzene (277 mg, 1.2 mmol) was added dropwise and the reaction mixture was purged with nitrogen. The reaction mixture was heated overnight at 85° C. (prolonged heating in some cases was required... The reactants are C(C)(=O)O (acetic acid), C=O (formaldehyde), C(C1=CC=CC=C1)N1C(=CC2=CC=CC=C12)C=1C=C(C=2N(N1)C(=NN2)C)NC2CCNCC2 ([6-(1-Benzyl-1H-indol-2-yl)-3-methyl-[1,2,4]triazolo[4,3-b]pyridazin-8-yl]-piperidin-4-yl-amine). The solvent is C1CCOC1 (THF). Reaction conditions: time 2 hour. Product: C(C1=CC=CC=C1)N1C(=CC2=CC=CC=C12)C=1C=C(C=2N(N1)C(=NN2)C)NC2CCN(CC2)C ([6-(1-Benzyl-1H-indol-2-yl)-3-methyl-[1,2,4]triazolo[4,3-b]pyridazin-8-yl]-(1-methyl-piperidin-4-yl)-amine). As a reaction SMILES: [CH2:1]([N:8]1[C:16]2[C:11](=[CH:12][CH:13]=[CH:14][CH:15]=2)[CH:10]=[C:9]1[C:17]1[CH:18]=[C:19]([NH:27][CH:28]2[CH2:33][CH2:32][NH:31][CH2:30][CH2:29]2)[C:20]2[N:21]([C:23]([CH3:26])=[N:24][N:25]=2)[N:22]=1)[C:2]1[CH:7]=[CH:6][CH:5]=[CH:4][CH:3]=1.[C:34](O)(=O)C.C=O>C1COCC1>[CH2:1]([N:8]1[C:16]2[C:11](=[CH:12][CH:13]=[CH:14][CH:15]=2)[CH:10]=[C:9]1[C:17]1[CH:18]=[C:19]([NH:27][CH:28]2[CH2:33][CH2:32][N:31]([CH3:34])[CH2:30][CH2:29]2)[C:20]2[N:21]([C:23]([CH3:26])=[N:24][N:25]=2)[N:22]=1)[C:2]1[CH:3]=[CH:4][CH:5]=[CH:6][CH:7]=1. Procedure details: [6-(1-Benzyl-1H-indol-2-yl)-3-methyl-[1,2,4]triazolo[4,3-b]pyridazin-8-yl]-piperidin-4-yl-amine (10 mg; 0.02 mmol) was dissolved in 300 μl THF, treated with glacial acetic acid (3 μl 0.05 mmol) and formaldehyde (7 μl; 0.09 mmol). At least was added STAB (6 mg; 0.03 mmol) and all stirred for 2 hours. The crude reaction mixture was purified by reversed phase under basic conditions. Reactants: CCO, CC(C)NC(C)C, CCCNCC1CC1, CNS(=O)(=O)c1ccc(NC(=O)c2cc(Cl)ncn2)c(C)c1. Product: CCCN(CC1CC1)c1cc(C(=O)Nc2ccc(S(=O)(=O)NC)cc2C)ncn1. As a reaction SMILES: [CH3:38][CH2:39][OH:40].[CH:23]([NH:24][CH:25]([CH3:26])[CH3:27])([CH3:28])[CH3:29].[CH:30]1([CH2:33][NH:34][CH2:35][CH2:36][CH3:37])[CH2:31][CH2:32]1.[Cl:1][c:2]1[cH:3][c:4]([C:8](=[O:9])[NH:10][c:11]2[c:12]([CH3:22])[cH:13][c:14]([S:17]([NH:18][CH3:19])(=[O:20])=[O:21])[cH:15][cH:16]2)[n:5][cH:6][n:7]1>>[c:2]1([N:34]([CH2:33][CH:30]2[CH2:31][CH2:32]2)[CH2:35][CH2:36][CH3:37])[cH:3][c:4]([C:8](=[O:9])[NH:10][c:11]2[c:12]([CH3:22])[cH:13][c:14]([S:17]([NH:18][CH3:19])(=[O:20])=[O:21])[cH:15][cH:16]2)[n:5][cH:6][n:7]1. Starting materials: C(C1=CC=CC=C1)OCN1C=C(C2=C1C=NN(C2=O)COCC[Si](C)(C)C)C(O)C2=CC=C(C=C2)F (1-benzyloxymethyl-3-[(4-fluorophenyl)hydroxymethyl]-5-(2-trimethylsilylethoxymethyl)-1,5-dihydropyrrolo[2,3-d]pyridazin-4-one), C(C1=CC=CC=C1)OCN1C=C(C2=C1C=NNC2=O)C(C)(C)O (1-benzyloxymethyl-3-(1-hydroxy-1-methylethyl)-1,5-dihydropyrrolo[2,3-d]pyridazin-4-one). Yields the product C(C1=CC=CC=C1)OCN1C=C(C2=C1C=NNC2=O)CC2=CC=C(C=C2)F (1-Benzyloxymethyl-3-(4-fluorobenzyl)-1,5-dihydropyrrolo[2,3-d]pyridazin-4-one). The yield is 88.8%. RXN SMILES: [CH2:1]([O:8][CH2:9][N:10]1[C:14]2[CH:15]=[N:16][N:17](COCC[Si](C)(C)C)[C:18](=[O:19])[C:13]=2[C:12]([CH:28]([C:30]2[CH:35]=[CH:34][C:33]([F:36])=[CH:32][CH:31]=2)O)=[CH:11]1)[C:2]1[CH:7]=[CH:6][CH:5]=[CH:4][CH:3]=1.C(OCN1C2C=NNC(=O)C=2C(C(O)(C)C)=C1)C1C=CC=CC=1>>[CH2:1]([O:8][CH2:9][N:10]1[C:14]2[CH:15]=[N:16][NH:17][C:18](=[O:19])[C:13]=2[C:12]([CH2:28][C:30]2[CH:35]=[CH:34][C:33]([F:36])=[CH:32][CH:31]=2)=[CH:11]1)[C:2]1[CH:7]=[CH:6][CH:5]=[CH:4][CH:3]=1. Procedure: Reaction and post treatment were carried out in the same manner as in Reference example 21-(e) except for using 2.73 g (5.36 mmol) of 1-benzyloxymethyl-3-[(4-fluorophenyl)hydroxymethyl]-5-(2-trimethylsilylethoxymethyl)-1,5-dihydropyrrolo[2,3-d]pyridazin-4-one obtained in Reference example 38-(a) in place of 1-benzyloxymethyl-3-(1-hydroxy-1-methylethyl)-1,5-dihydropyrrolo[2,3-d]pyridazin-4-one, whereby 1.73 g of the title compound was obtained as a pale yellowish solid. (Yield: 89%) Starting materials: CC(=O)n1[nH]c(=O)c(Cc2ccc(C)c(F)c2)c1C, O=C([O-])[O-], CC(C)(C)C(=O)OCC1OC(Br)C(OC(=O)C(C)(C)C)C(OC(=O)C(C)(C)C)C1OC(=O)C(C)(C)C, CC#N, [K+], [K+], C1CCOC1. Yields the product CC(=O)n1nc(OC2OC(COC(=O)C(C)(C)C)C(OC(=O)C(C)(C)C)C(OC(=O)C(C)(C)C)C2OC(=O)C(C)(C)C)c(Cc2ccc(C)c(F)c2)c1C. RXN SMILES: [C:1]([CH3:2])(=[O:3])[n:4]1[nH:5][c:6](=[O:19])[c:7]([CH2:10][c:11]2[cH:12][c:13]([F:18])[c:14]([CH3:17])[cH:15][cH:16]2)[c:8]1[CH3:9].[C:20](=[O:21])([O-:22])[O-:23].[C:26]([C:27]([CH3:28])([CH3:29])[CH3:30])(=[O:31])[O:32][CH:33]1[CH:34]([Br:61])[O:35][CH:36]([CH2:53][O:54][C:55]([C:56]([CH3:57])([CH3:58])[CH3:59])=[O:60])[CH:37]([O:46][C:47]([C:48]([CH3:49])([CH3:50])[CH3:51])=[O:52])[CH:38]1[O:39][C:40]([C:41]([CH3:42])([CH3:43])[CH3:44])=[O:45].[CH3:62][C:63]#[N:64].[K+:24].[K+:25].[O:65]1[CH2:66][CH2:67][CH2:68][CH2:69]1>>[C:1]([CH3:2])(=[O:3])[n:4]1[n:5][c:6]([O:19][CH:34]2[CH:33]([O:32][C:26]([C:27]([CH3:28])([CH3:29])[CH3:30])=[O:31])[CH:38]([O:39][C:40]([C:41]([CH3:42])([CH3:43])[CH3:44])=[O:45])[CH:37]([O:46][C:47]([C:48]([CH3:49])([CH3:50])[CH3:51])=[O:52])[CH:36]([CH2:53][O:54][C:55]([C:56]([CH3:57])([CH3:58])[CH3:59])=[O:60])[O:35]2)[c:7]([CH2:10][c:11]2[cH:12][c:13]([F:18])[c:14]([CH3:17])[cH:15][cH:16]2)[c:8]1[CH3:9].